Dataset: the Open Reaction Database (ORD), a public repository of structured organic reaction records. Task: describe an organic reaction: reactants, conditions, products, and yield Reactants: CS(C)=O, Cl, Cc1nc(-c2ccc(F)cc2)ccc1C(=O)O, Cc1ccc2ccc(N)cc2n1. Product: Cc1ccc2ccc(NC(=O)c3ccc(-c4ccc(F)cc4)nc3C)cc2n1. RXN SMILES: [CH3:31][S:32]([CH3:33])=[O:34].[ClH:30].[F:13][c:14]1[cH:15][cH:16][c:17](-[c:20]2[n:21][c:22]([CH3:29])[c:23]([C:24](=[O:25])[OH:26])[cH:27][cH:28]2)[cH:18][cH:19]1.[NH2:1][c:2]1[cH:3][cH:4][c:5]2[cH:6][cH:7][c:8]([CH3:12])[n:9][c:10]2[cH:11]1>>[NH:1]([c:2]1[cH:3][cH:4][c:5]2[cH:6][cH:7][c:8]([CH3:12])[n:9][c:10]2[cH:11]1)[C:24]([c:23]1[c:22]([CH3:29])[n:21][c:20](-[c:17]2[cH:16][cH:15][c:14]([F:13])[cH:19][cH:18]2)[cH:28][cH:27]1)=[O:25]. Reactants: ClCCCl, CN(C)c1ccncc1, ClCCl, NCC#CCNC(=O)CCCCC(c1ccc(F)cc1)c1ccc(F)cc1, O=C(O)c1ccc(Cl)cc1. The product is O=C(CCCCC(c1ccc(F)cc1)c1ccc(F)cc1)NCC#CCNC(=O)c1ccc(Cl)cc1. Reaction SMILES: [CH2:38]([Cl:39])[CH2:40][Cl:41].[CH3:45][N:46]([c:47]1[cH:48][cH:49][n:50][cH:51][cH:52]1)[CH3:53].[Cl:42][CH2:43][Cl:44].[NH2:1][CH2:2][C:3]#[C:4][CH2:5][NH:6][C:7]([CH2:8][CH2:9][CH2:10][CH2:11][CH:12]([c:13]1[cH:14][cH:15][c:16]([F:19])[cH:17][cH:18]1)[c:20]1[cH:21][cH:22][c:23]([F:26])[cH:24][cH:25]1)=[O:27].[OH:28][C:29](=[O:30])[c:31]1[cH:32][cH:33][c:34]([Cl:35])[cH:36][cH:37]1>>[NH:1]([CH2:2][C:3]#[C:4][CH2:5][NH:6][C:7]([CH2:8][CH2:9][CH2:10][CH2:11][CH:12]([c:13]1[cH:14][cH:15][c:16]([F:19])[cH:17][cH:18]1)[c:20]1[cH:21][cH:22][c:23]([F:26])[cH:24][cH:25]1)=[O:27])[C:29](=[O:28])[c:31]1[cH:32][cH:33][c:34]([Cl:35])[cH:36][cH:37]1. Reactants: BrCc1ccc(-c2ncon2)cc1, O=C([O-])[O-], O=S(=O)(NC1CCCCC1CO)c1ccc(Cl)s1, [Cs+], [Cs+], O=S(=O)(c1ccc(Cl)cc1)N(Cc1ccc(-c2ncon2)cc1)C1CCCCC1CO. The product is O=S(=O)(c1ccc(Cl)s1)N(Cc1ccc(-c2ncon2)cc1)C1CCCCC1CO. As a reaction SMILES: [Br:25][CH2:26][c:27]1[cH:28][cH:29][c:30](-[c:33]2[n:34][o:35][cH:36][n:37]2)[cH:31][cH:32]1.[C:19](=[O:20])([O-:21])[O-:22].[Cl:1][c:2]1[cH:3][cH:4][c:5]([S:7](=[O:8])(=[O:9])[NH:10][CH:11]2[CH:12]([CH2:17][OH:18])[CH2:13][CH2:14][CH2:15][CH2:16]2)[s:6]1.[Cs+:23].[Cs+:24].[o:38]1[cH:39][n:40][c:41](-[c:42]2[cH:43][cH:44][c:45]([CH2:46][N:47]([CH:48]3[CH2:49][CH2:50][CH2:51][CH2:52][CH:53]3[CH2:54][OH:55])[S:56]([c:57]3[cH:58][cH:59][c:60]([Cl:61])[cH:62][cH:63]3)(=[O:64])=[O:65])[cH:66][cH:67]2)[n:68]1>>[Cl:1][c:2]1[cH:3][cH:4][c:5]([S:7](=[O:8])(=[O:9])[N:10]([CH:11]2[CH:12]([CH2:17][OH:18])[CH2:13][CH2:14][CH2:15][CH2:16]2)[CH2:26][c:27]2[cH:28][cH:29][c:30](-[c:33]3[n:34][o:35][cH:36][n:37]3)[cH:31][cH:32]2)[s:6]1. The reactants are CC(C)(C)OC(=O)CBr, O=C([O-])[O-], CC1(c2ccccc2)NC(=O)N(C(=O)c2cccc3ccccc23)C1=O, CCOC(C)=O, [K+], [K+], CN(C)C=O, O. Yields the product CC(C)(C)OC(=O)CN1C(=O)N(C(=O)c2cccc3ccccc23)C(=O)C1(C)c1ccccc1. Reaction SMILES: [Br:27][CH2:28][C:29](=[O:30])[O:31][C:32]([CH3:33])([CH3:34])[CH3:35].[C:36](=[O:37])([O-:38])[O-:39].[CH3:1][C:2]1([c:21]2[cH:22][cH:23][cH:24][cH:25][cH:26]2)[C:3](=[O:20])[N:4]([C:8](=[O:9])[c:10]2[cH:11][cH:12][cH:13][c:14]3[cH:15][cH:16][cH:17][cH:18][c:19]23)[C:5](=[O:7])[NH:6]1.[CH3:48][CH2:49][O:50][C:51](=[O:52])[CH3:53].[K+:40].[K+:41].[O:43]=[CH:44][N:45]([CH3:46])[CH3:47].[OH2:42]>>[CH3:1][C:2]1([c:21]2[cH:22][cH:23][cH:24][cH:25][cH:26]2)[C:3](=[O:20])[N:4]([C:8](=[O:9])[c:10]2[cH:11][cH:12][cH:13][c:14]3[cH:15][cH:16][cH:17][cH:18][c:19]23)[C:5](=[O:7])[N:6]1[CH2:28][C:29](=[O:30])[O:31][C:32]([CH3:33])([CH3:34])[CH3:35]. The reactants are C(C1=CC=CC=C1)N1C[C@](CC1)(CO)NC(OC(C)(C)C)=O ((R)-tert-butyl 1-benzyl-3-(hydroxymethyl)pyrrolidin-3-ylcarbamate), C(=O)[O-].[NH4+] (ammonium formate). The reagents and catalysts are [Pd] (Pd/C). Solvent: CO (MeOH). Yields the product OC[C@@]1(CNCC1)NC(OC(C)(C)C)=O ((R)-tert-butyl 3-(hydroxymethyl)pyrrolidin-3-ylcarbamate). Yield: 95.4%. Reaction SMILES: C([N:8]1[CH2:12][CH2:11][C@:10]([NH:15][C:16](=[O:22])[O:17][C:18]([CH3:21])([CH3:20])[CH3:19])([CH2:13][OH:14])[CH2:9]1)C1C=CC=CC=1.C([O-])=O.[NH4+]>[Pd].CO>[OH:14][CH2:13][C@@:10]1([NH:15][C:16](=[O:22])[O:17][C:18]([CH3:20])([CH3:19])[CH3:21])[CH2:11][CH2:12][NH:8][CH2:9]1 |f:1.2|. Procedure details: A mixture of (R)-tert-butyl 1-benzyl-3-(hydroxymethyl)pyrrolidin-3-ylcarbamate (387 mg, 1.26 mmol), 10% Pd/C (134 mg, 0.126 mmol), ammonium formate (398 mg, 6.32 mmol) and MeOH (10 mL) was heated at reflux under nitrogen for 3 hours. After cooling, the reaction mixture was filtered through Celite®. The filtrate was concentrated under reduced pressure. The residue was taken up in DCM and filtered through Celite again. Removal of the solvent gave (R)-tert-butyl 3-(hydroxymethyl)pyrrolidin-3-ylcarb...